The task is: describe an organic reaction: reactants, conditions, products, and yield. This data is from the Open Reaction Database (ORD), a public repository of structured organic reaction records. The reactants are ClC1=C(C=C2C(C(=CN(C2=C1)C1CC1)C(=O)O)=O)F (7-chloro-1-cyclopropyl-6-fluoro-1,4-dihydro-4-oxo-3quinolinecarboxylic acid), C(C)NCC1CNCC1 (3-[(ethylamino)methyl]pyrrolidine). Run in N1=CC(=CC=C1)C (3-picoline). The product is Cl.C1(CC1)N1C=C(C(C2=CC(=C(C=C12)N1CC(CC1)CNCC)F)=O)C(=O)O (1-Cyclopropyl-7-[3-[(ethylamino)methyl]-1-pyrrolidinyl]-6-fluoro-1,4-dihydro-4-oxo-3-quinolinecarboxylic acid, Hydrochloride). The yield is 51.2%. Reaction SMILES: [Cl:1][C:2]1[CH:11]=[C:10]2[C:5]([C:6](=[O:18])[C:7]([C:15]([OH:17])=[O:16])=[CH:8][N:9]2[CH:12]2[CH2:14][CH2:13]2)=[CH:4][C:3]=1[F:19].[CH2:20]([NH:22][CH2:23][CH:24]1[CH2:28][CH2:27][NH:26][CH2:25]1)[CH3:21]>N1C=CC=C(C)C=1>[ClH:1].[CH:12]1([N:9]2[C:10]3[C:5](=[CH:4][C:3]([F:19])=[C:2]([N:26]4[CH2:27][CH2:28][CH:24]([CH2:23][NH:22][CH2:20][CH3:21])[CH2:25]4)[CH:11]=3)[C:6](=[O:18])[C:7]([C:15]([OH:17])=[O:16])=[CH:8]2)[CH2:14][CH2:13]1 |f:3.4|. Procedure details: A solution of 0.57 g (2.0 mmol) of 7-chloro-1-cyclopropyl-6-fluoro-1,4-dihydro-4-oxo-3quinolinecarboxylic acid, 0.58 ml (4.0 mmol) of 3-[(ethylamino)methyl]pyrrolidine and 10 ml of 3-picoline was heated under reflux for 17 hours. After cooling to room temperature the mixture was filtered and the solid washed with hot methanol to give 0.42 g of the title compound, mp >300° C. The reactants are ClC1=NC(=C2N=C(N(C2=N1)C)CN1CCC2(CCCO2)CC1)N1CCOCC1 (8-((2-chloro-9-methyl-6-morpholino-9H-purin-8-yl)methyl)-1-oxa-8-azaspiro[4.5]decane), CC=1NC2=C(N1)C=CC=C2 (2-methybenzimidazole). Product: CN1C2=NC(=NC(=C2N=C1CN1CCC2(CCCO2)CC1)N1CCOCC1)N1C(=NC2=C1C=CC=C2)C (8-((9-methyl-2-(2-methyl-1H-benzo[d]imidazol-1-yl)-6-morpholino-9H-purin-8-yl)methyl)-1-oxa-8-azaspiro[4.5]decane). As a reaction SMILES: Cl[C:2]1[N:10]=[C:9]2[C:5]([N:6]=[C:7]([CH2:12][N:13]3[CH2:22][CH2:21][C:16]4([O:20][CH2:19][CH2:18][CH2:17]4)[CH2:15][CH2:14]3)[N:8]2[CH3:11])=[C:4]([N:23]2[CH2:28][CH2:27][O:26][CH2:25][CH2:24]2)[N:3]=1.[CH3:29][C:30]1[NH:31][C:32]2[CH:38]=[CH:37][CH:36]=[CH:35][C:33]=2[N:34]=1>>[CH3:11][N:8]1[C:7]([CH2:12][N:13]2[CH2:14][CH2:15][C:16]3([O:20][CH2:19][CH2:18][CH2:17]3)[CH2:21][CH2:22]2)=[N:6][C:5]2[C:9]1=[N:10][C:2]([N:31]1[C:32]3[CH:38]=[CH:37][CH:36]=[CH:35][C:33]=3[N:34]=[C:30]1[CH3:29])=[N:3][C:4]=2[N:23]1[CH2:24][CH2:25][O:26][CH2:27][CH2:28]1. Reported procedure: Following General Procedure I for Buchwald coupling, 8-((2-chloro-9-methyl-6-morpholino-9H-purin-8-yl)methyl)-1-oxa-8-azaspiro[4.5]decane and 2-methybenzimidazole were reacted to give 370. LCMS m/z: 503.2 (MH+) The reactants are CC1=CC=C(C=C1)CCO (p-methyl phenyl beta ethanol). Solvent: C1CCCCC1 (cyclohexane). Reaction conditions: temperature 110 celsius, time 3 hour. Product: C1(CCCCC1)OCCC1=CC=C(C=C1)C (p-Methyl Phenylethyl Cyclohexyl Ether). As a reaction SMILES: [CH3:1][C:2]1[CH:7]=[CH:6][C:5]([CH2:8][CH2:9][OH:10])=[CH:4][CH:3]=1>C1CCCCC1>[CH:2]1([O:10][CH2:9][CH2:8][C:5]2[CH:6]=[CH:7][C:2]([CH3:1])=[CH:3][CH:4]=2)[CH2:7][CH2:6][CH2:5][CH2:4][CH2:3]1. Procedure details: 246 grams of cyclohexane is added to a stirred slurry of p-methyl phenyl beta ethanol (408 grams) and 25 grams of Amberlyst® 15 cation exchange resin maintained at 110° C., over a 2 hour period. The reaction mass is then aged at 110° C. for an additional 3 hours whereupon it is cooled and filtered. The resulting solution is then heated at reflux with 80 grams of 30% aqueous sodium hydroxide. The reaction mass is then cooled and the resulting organic layer is washed with 1 liter of water. The org... Reactants: C(C(=O)Cl)(=O)Cl (oxalyl chloride), NC1=CC=CC=C1 (aniline), FC1=C(C(=O)O)C=C(C=C1)[N+](=O)[O-] (2-fluoro-5-nitrobenzoic acid), CN(C)C=O (DMF). Product: NC=1C=CC(=C(C(=O)NC2=CC=CC=C2)C1)F (5-Amino-2-fluoro-N-phenyl-benzamide). Isolated yield 92.6%. As a reaction SMILES: C(Cl)(=O)C(Cl)=O.[F:7][C:8]1[CH:16]=[CH:15][C:14]([N+:17]([O-])=O)=[CH:13][C:9]=1[C:10]([OH:12])=O.CN(C=O)C.[NH2:25][C:26]1[CH:31]=[CH:30][CH:29]=[CH:28][CH:27]=1>>[NH2:17][C:14]1[CH:15]=[CH:16][C:8]([F:7])=[C:9]([CH:13]=1)[C:10]([NH:25][C:26]1[CH:31]=[CH:30][CH:29]=[CH:28][CH:27]=1)=[O:12]. Reported procedure: Prepared according to the procedure described for Example 1 using oxalyl chloride (3.0 mL, 34.39 mmol), 2-fluoro-5-nitrobenzoic acid (5.00 g, 27.01 mmol), DMF (1.0 mL, 12.92 mmol), and aniline (5.0 mL, 54.88 mmol) to afford the pure product (5.76 g); m.p. 120-122° C.